From a dataset of the Open Reaction Database (ORD), a public repository of structured organic reaction records. describe an organic reaction: reactants, conditions, products, and yield Starting materials: CC(C)(C)OC(=O)N1CCNCC1CO, CCSC1=NC(=O)C(=Cc2ccc3c(cnn3Cc3ccc(Cl)cc3C(F)(F)F)c2)S1. Product: CC(C)(C)OC(=O)N1CCN(C2=NC(=O)C(=Cc3ccc4c(cnn4Cc4ccc(Cl)cc4C(F)(F)F)c3)S2)CC1CO. As a reaction SMILES: [C:32]([CH3:33])([CH3:34])([CH3:35])[O:36][C:37](=[O:38])[N:39]1[CH:40]([CH2:45][OH:46])[CH2:41][NH:42][CH2:43][CH2:44]1.[Cl:1][c:2]1[cH:3][c:4]([C:28]([F:29])([F:30])[F:31])[c:5]([CH2:6][n:7]2[n:8][cH:9][c:10]3[cH:11][c:12]([CH:16]=[C:17]4[C:18](=[O:25])[N:19]=[C:20]([S:22][CH2:23][CH3:24])[S:21]4)[cH:13][cH:14][c:15]23)[cH:26][cH:27]1>>[Cl:1][c:2]1[cH:3][c:4]([C:28]([F:29])([F:30])[F:31])[c:5]([CH2:6][n:7]2[n:8][cH:9][c:10]3[cH:11][c:12]([CH:16]=[C:17]4[C:18](=[O:25])[N:19]=[C:20]([N:42]5[CH2:41][CH:40]([CH2:45][OH:46])[N:39]([C:37]([O:36][C:32]([CH3:33])([CH3:34])[CH3:35])=[O:38])[CH2:44][CH2:43]5)[S:21]4)[cH:13][cH:14][c:15]23)[cH:26][cH:27]1. The reactants are C[Si](C)(C)C#N (trimethylsilyl cyanide), CN(C(=O)Cl)C (N,N-dimethylcarbamoyl chloride), CC1=CC=[N+](C=C1)[O-] (4-Methylpyridine N-oxide). The solvent is [N+](=O)([O-])CC (nitroethane). Run at time 5 day. The product is C(#N)C1=NC=CC(=C1)C (2-Cyano-4-methylpyridine). Yield: 42.1%. RXN SMILES: [CH3:1][C:2]1[CH:7]=[CH:6][N+:5]([O-])=[CH:4][CH:3]=1.C[Si]([C:13]#[N:14])(C)C.CN(C)C(Cl)=O>[N+](CC)([O-])=O>[C:13]([C:6]1[CH:7]=[C:2]([CH3:1])[CH:3]=[CH:4][N:5]=1)#[N:14]. Procedure: 4-Methylpyridine N-oxide (2.0 g, 18.3 mmol) was dissolved in nitroethane (25 ml), and trimethylsilyl cyanide (2.0 g, 20.2 mmol) and N,N-dimethylcarbamoyl chloride (1.7 ml, 18.5 mmol) were added thereto. The reaction mixture was stirred at room temperature for 5 days, concentrated under reduced pressure, combined with saturated aqueous sodium hydrogen carbonate solution and extracted with ethyl acetate. The extract was washed with saturated brine and dried. The solvent was evaporated under reduce... Starting materials: CC(C)(C)[O-], COc1cc(F)ccc1[N+](=O)[O-], [K+], C1CCOC1, CC(C)(C)OC(=O)N1CCC(O)CC1. The product is COc1cc(OC2CCN(C(=O)OC(C)(C)C)CC2)ccc1[N+](=O)[O-]. As a reaction SMILES: [CH3:15][C:16]([CH3:17])([O-:18])[CH3:19].[F:21][c:22]1[cH:23][c:24]([O:31][CH3:32])[c:25]([N+:28](=[O:29])[O-:30])[cH:26][cH:27]1.[K+:20].[O:33]1[CH2:34][CH2:35][CH2:36][CH2:37]1.[OH:1][CH:2]1[CH2:3][CH2:4][N:5]([C:8](=[O:9])[O:10][C:11]([CH3:12])([CH3:13])[CH3:14])[CH2:6][CH2:7]1>>[O:1]([CH:2]1[CH2:3][CH2:4][N:5]([C:8](=[O:9])[O:10][C:11]([CH3:12])([CH3:13])[CH3:14])[CH2:6][CH2:7]1)[c:22]1[cH:23][c:24]([O:31][CH3:32])[c:25]([N+:28](=[O:29])[O-:30])[cH:26][cH:27]1. Reactants: C1C(CCCCCCCCC)O1 (1-undecene oxide), CC(CN)CCN (2-methyl-1,4-butanediamine). The product is CC(CNCC(CCCCCCCCC)O)CCNCC(CCCCCCCCC)O (N,N'-(2-methyl-1,4-butylene)-bis[2-hydroxyundecylamine]). As a reaction SMILES: [CH2:1]1[O:12][CH:2]1[CH2:3][CH2:4][CH2:5][CH2:6][CH2:7][CH2:8][CH2:9][CH2:10][CH3:11].[CH3:13][CH:14]([CH2:17][CH2:18][NH2:19])[CH2:15][NH2:16]>>[CH3:13][CH:14]([CH2:17][CH2:18][NH:19][CH2:1][CH:2]([OH:12])[CH2:3][CH2:4][CH2:5][CH2:6][CH2:7][CH2:8][CH2:9][CH2:10][CH3:11])[CH2:15][NH:16][CH2:1][CH:2]([OH:12])[CH2:3][CH2:4][CH2:5][CH2:6][CH2:7][CH2:8][CH2:9][CH2:10][CH3:11]. Procedure: Condensation of 1-undecene oxide and 2-methyl-1,4-butanediamine affords N,N'-(2-methyl-1,4-butylene)-bis[2-hydroxyundecylamine] (I: R = CH3 (CH2)8R' = H, X = CH2CH(CH3)CH2CH2, Z = H).